Dataset: the Open Reaction Database (ORD), a public repository of structured organic reaction records. Task: describe an organic reaction: reactants, conditions, products, and yield Starting materials: CC(C)(C)OC(=O)N1CC(CO)C(C(C)(C)O[SiH2]C(C)(C)C)C1, CC#N, ClCCl, O. The product is CC(C)(C)OC(=O)N1CC(C=O)C(C(C)(C)O[SiH2]C(C)(C)C)C1. RXN SMILES: [C:1]([CH3:2])([CH3:3])([CH3:4])[O:5][C:6](=[O:7])[N:8]1[CH2:9][CH:10]([C:15]([O:16][SiH2:17][C:18]([CH3:19])([CH3:20])[CH3:21])([CH3:22])[CH3:23])[CH:11]([CH2:13][OH:14])[CH2:12]1.[CH3:24][C:25]#[N:26].[Cl:28][CH2:29][Cl:30].[OH2:27]>>[C:1]([CH3:2])([CH3:3])([CH3:4])[O:5][C:6](=[O:7])[N:8]1[CH2:9][CH:10]([C:15]([O:16][SiH2:17][C:18]([CH3:19])([CH3:20])[CH3:21])([CH3:22])[CH3:23])[CH:11]([CH:13]=[O:14])[CH2:12]1. The reactants are CN1CC2CCCC(C1)C2=O (3-methyl-3-azabicyclo[3.3.1]nonan-9-one), CCOCC (ether), CC(C)([O-])C.[K+] (potassium tert-butoxide). The reagents and catalysts are [Br-].C[P+](C1=CC=CC=C1)(C1=CC=CC=C1)C1=CC=CC=C1 (methyltriphenyl phosphonium bromide). Solvent: C1(=CC=CC=C1)C (toluene). Reaction conditions: time 30 minute. The product is CN1CC2CCCC(C1)C2=C (3-Methyl-9-methylene-3-azabicyclo[3.3.1]nonane). The yield is 104.7%. Reaction SMILES: [CH3:1]C(C)([O-])C.[K+].[CH3:7][N:8]1[CH2:15][CH:14]2[C:16](=O)[CH:10]([CH2:11][CH2:12][CH2:13]2)[CH2:9]1.CCOCC>[Br-].C[P+](C1C=CC=CC=1)(C1C=CC=CC=1)C1C=CC=CC=1.C1(C)C=CC=CC=1>[CH3:7][N:8]1[CH2:15][CH:14]2[C:16](=[CH2:1])[CH:10]([CH2:11][CH2:12][CH2:13]2)[CH2:9]1 |f:0.1,4.5|. Reported procedure: To a solution of 6.9 g of methyltriphenyl phosphonium bromide in toluene (30 ml) was added 2.2 g of potassium tert-butoxide at 0° C. and the resulting mixture was stirred for 30 minutes. Next, 3.0 g of 3-methyl-3-azabicyclo[3.3.1]nonan-9-one was added thereto and the mixture was reacted for 1 hour. After adding ether, the reaction mixture was washed with a saturated aqueous solution of sodium chloride and dried over anhydrous magnesium sulfate. After filtering and concentrating, the residue was ... Starting materials: C1(=CC=CC=C1)CCCCCC(=O)O (6-phenylhexanoic acid), B#B (diborane). The solvent is O1CCCC1 (tetrahydrofuran), O1CCCC1 (tetrahydrofuran). Yields the product C1(=CC=CC=C1)CCCCCCO (6-phenylhexanol). As a reaction SMILES: [C:1]1([CH2:7][CH2:8][CH2:9][CH2:10][CH2:11][C:12](O)=[O:13])[CH:6]=[CH:5][CH:4]=[CH:3][CH:2]=1.B#B>O1CCCC1>[C:1]1([CH2:7][CH2:8][CH2:9][CH2:10][CH2:11][CH2:12][OH:13])[CH:6]=[CH:5][CH:4]=[CH:3][CH:2]=1. Reported procedure: A solution of 6-phenylhexanoic acid (19.8 mmoles) in sieve dried tetrahydrofuran (5 ml) was reduced with diborane in tetrahydrofuran (30 ml, 29.1 mmoles) at 0° C. for 4 hours to give 6-phenylhexanol. To an ice cold solution of the hexanol (ca. 19.8 mmoles) and carbon tetrabromide (21.98 mmoles) in methylene chloride (50 ml) was added triphenylphosphine (22.30 mmoles) in methylene chloride (50 ml) and the resulting solution was stirred for 2.5 hours. The volatiles were evaporated and the residue ... The reactants are N(=[N+]=[N-])[C@H]1[C@H](CN(C1)[C@@H](C(F)(F)F)C=1C=NC(=CC1)Cl)O ((3S,4R)-4-azido-1-((R)-1-(6-chloropyridin-3-yl)-2,2,2-trifluoroethyl)pyrrolidin-3-ol), C(C)N(CC)S(F)(F)F (diethylaminosulfur trifluoride). The solvent is ClCCl (dichloromethane). Reaction conditions: time 8 hour. The product is N(=[N+]=[N-])[C@@H]1CN(CC1F)[C@@H](C(F)(F)F)C=1C=CC(=NC1)Cl (5-((1R)-1-((3R)-3-azido-4-fluoropyrrolidin-1-yl)-2,2,2-trifluoroethyl)-2-chloropyridine). Isolated yield 42.0%. Reaction SMILES: [N:1]([C@@H:4]1[CH2:8][N:7]([C@H:9]([C:14]2[CH:15]=[N:16][C:17]([Cl:20])=[CH:18][CH:19]=2)[C:10]([F:13])([F:12])[F:11])[CH2:6][C@@H:5]1O)=[N+:2]=[N-:3].C(N(S(F)(F)[F:28])CC)C>ClCCl>[N:1]([C@H:4]1[CH:5]([F:28])[CH2:6][N:7]([C@H:9]([C:14]2[CH:19]=[CH:18][C:17]([Cl:20])=[N:16][CH:15]=2)[C:10]([F:13])([F:12])[F:11])[CH2:8]1)=[N+:2]=[N-:3]. Procedure: To a solution of (3S,4R)-4-azido-1-((R)-1-(6-chloropyridin-3-yl)-2,2,2-trifluoroethyl)pyrrolidin-3-ol (2.4 g, 7.5 mmol) in dichloromethane (30 mL) at −78° C., was added diethylaminosulfur trifluoride (1.17 mL, 8.95 mmol). The resulting solution was allowed to warm to ambient temperature and stirred overnight. The mixture was concentrated under reduced pressure and the residue was dissolved in ethyl acetate and washed with water and brine, then dried (MgSO4), filtered and concentrated. The crude ... Procedure details: A solution of 2.25 g of ethyl 4-hydroxy-6,7-dihydrothieno[3,2-b]pyridine-3-carboxylate (see example 20) in 10 ml of phosphorous oxychloride is refluxed for 1 hour. After cooling excess reagent is distilled off under reduced pressure, the residue dissolved in 40 ml of dichloromethane and washed with 20 ml of 2N NaOH solution and 20 ml of water. After drying over magnesium sulfate, the filtrate is slurried with 5.00 mg of charcoal, filtered and evaporated to dryness. The residue is recrystallized ... The product is ClN1C2=C(CCC1)SC=C2C(=O)OCC (ethyl 4-chloro-6,7-dihydrothieno[3,2-b]pyridine-3-carboxylate). RXN SMILES: O[N:2]1[CH2:7][CH2:6][CH2:5][C:4]2[S:8][CH:9]=[C:10]([C:11]([O:13][CH2:14][CH3:15])=[O:12])[C:3]1=2.P(Cl)(Cl)([Cl:18])=O>>[Cl:18][N:2]1[CH2:7][CH2:6][CH2:5][C:4]2[S:8][CH:9]=[C:10]([C:11]([O:13][CH2:14][CH3:15])=[O:12])[C:3]1=2. Reactants: ON1C2=C(CCC1)SC=C2C(=O)OCC (ethyl 4-hydroxy-6,7-dihydrothieno[3,2-b]pyridine-3-carboxylate), P(=O)(Cl)(Cl)Cl (phosphorous oxychloride).